From a dataset of the Open Reaction Database (ORD), a public repository of structured organic reaction records. describe an organic reaction: reactants, conditions, products, and yield The reactants are [OH-].[Li+] (lithium hydroxide), C(C)(C)(C)C1=C(C=CC=C1)N1CCN(CC1)C(=O)C1(CC1)C(=O)OC (methyl 1-{[4-(2-tert-butylphenyl)piperazin-1-yl]carbonyl}cyclopropanecarboxylate), Cl (hydrochloric acid). Run in C1CCOC1 (THF). Run at time 3 hour. Product: C(C)(C)(C)C1=C(C=CC=C1)N1CCN(CC1)C(=O)C1(CC1)C(=O)O (1-{[4-(2-tert-butylphenyl)piperazin-1-yl]carbonyl}cyclopropanecarboxylic acid). RXN SMILES: [C:1]([C:5]1[CH:10]=[CH:9][CH:8]=[CH:7][C:6]=1[N:11]1[CH2:16][CH2:15][N:14]([C:17]([C:19]2([C:22]([O:24]C)=[O:23])[CH2:21][CH2:20]2)=[O:18])[CH2:13][CH2:12]1)([CH3:4])([CH3:3])[CH3:2].[OH-].[Li+].Cl>C1COCC1>[C:1]([C:5]1[CH:10]=[CH:9][CH:8]=[CH:7][C:6]=1[N:11]1[CH2:12][CH2:13][N:14]([C:17]([C:19]2([C:22]([OH:24])=[O:23])[CH2:21][CH2:20]2)=[O:18])[CH2:15][CH2:16]1)([CH3:4])([CH3:2])[CH3:3] |f:1.2|. Procedure: To a stirred solution of methyl 1-{[4-(2-tert-butylphenyl)piperazin-1-yl]carbonyl}cyclopropanecarboxylate (Example 70, 0.417 g, 1.21 mmol) in THF (5 mL) stirring at 0° C. was added 1 M lithium hydroxide solution (5 mL, 5 mmol). After 3 h, it was warmed to room temperature and kept stirring for another 3 h. The reaction mixture was acidified with 1 M hydrochloric acid solution and extracted with ethyl acetate. The organic layer was washed with brine, dried over MgSO4, and the solvent was evaporat... Reactants: C(C)OC(CN1N=C(C=C1N)C)OCC (1-(2,2-diethoxyethyl)-5-amino-3-methylpyrazole), aqueous solution, S(O)(O)(=O)=O (sulfuric acid), C([O-])([O-])=O.[Na+].[Na+] (sodium carbonate). Solvent: C(C)O (ethanol). The product is CC1=CC=2N(N1)C=CN2 (6-methylimidazo[1,2-b]pyrazole). Yield: 41.0%. RXN SMILES: C(O[CH:4](OCC)[CH2:5][N:6]1[C:10]([NH2:11])=[CH:9][C:8]([CH3:12])=[N:7]1)C.S(=O)(=O)(O)O.C(=O)([O-])[O-].[Na+].[Na+]>C(O)C>[CH3:12][C:8]1[NH:7][N:6]2[CH:5]=[CH:4][N:11]=[C:10]2[CH:9]=1 |f:2.3.4|. Reported procedure: The resultant (A) was heated in a mixture of 200 ml of ethanol and 80 ml of a 20% aqueous solution of sulfuric acid under reflux for 5 hours. After cooling, excess solid sodium carbonate was added thereto. The resulting mixture was filtered, and the solvent was removed from the filtrate. The thus obtained residue was recrystallized to provide 1.4 g of 6-methylimidazo[1,2-b]pyrazole. Yield was 41%.